From a dataset of the Open Reaction Database (ORD), a public repository of structured organic reaction records. describe an organic reaction: reactants, conditions, products, and yield Reactants: COC1=CC=C(C=C1)C(C1=CC=CC=C1)(C1=CC=C(C=C1)OC)NC1=N[C@](C(C(N1C)=O)(C)C)(C)C1=C(C=CC(=C1)Br)F ((S)-2-{[bis-(4-methoxy-phenyl)-phenyl-methyl]-amino}-6-(5-bromo-2-fluoro-phenyl)-3,5,5,6-tetramethyl-5,6-dihydro-3H-pyrimidin-4-one), COC1=CC=C(C=C1)C(C1=CC=CC=C1)(C1=CC=C(C=C1)OC)NC1=N[C@](C(C(N1C)=O)(C)C)(C)C1=C(C=CC(=C1)Br)F ((S)-2-{[bis-(4-methoxy-phenyl)-phenyl-methyl]-amino}-6-(5-bromo-2-fluoro-phenyl)-3,5,5,6-tetramethyl-5,6-dihydro-3H-pyrimidin-4-one), O1CCC2=C1C(=CC=C2)N (2,3-dihydro-benzofuran-7-ylamine). Yields the product NC1=N[C@](C(C(N1C)=O)(C)C)(C)C1=C(C=CC(=C1)NC1=CC=CC=2CCOC21)F ((S)-2-Amino-6-(5-(2,3-dihydrobenzofuran-7-ylamino)-2-fluorophenyl)-3,5,5,6-tetramethyl-5,6-dihydropyrimidin-4(3H)-one). Reaction SMILES: COC1C=CC(C([NH:24][C:25]2[N:30]([CH3:31])[C:29](=[O:32])[C:28]([CH3:34])([CH3:33])[C@:27]([C:36]3[CH:41]=[C:40](Br)[CH:39]=[CH:38][C:37]=3[F:43])([CH3:35])[N:26]=2)(C2C=CC(OC)=CC=2)C2C=CC=CC=2)=CC=1.[O:44]1[C:48]2[C:49]([NH2:53])=[CH:50][CH:51]=[CH:52][C:47]=2[CH2:46][CH2:45]1>>[NH2:24][C:25]1[N:30]([CH3:31])[C:29](=[O:32])[C:28]([CH3:34])([CH3:33])[C@:27]([C:36]2[CH:41]=[C:40]([NH:53][C:49]3[C:48]4[O:44][CH2:45][CH2:46][C:47]=4[CH:52]=[CH:51][CH:50]=3)[CH:39]=[CH:38][C:37]=2[F:43])([CH3:35])[N:26]=1. Procedure: The coupling of (S)-2-{[bis-(4-methoxy-phenyl)-phenyl-methyl]-amino}-6-(5-bromo-2-fluoro-phenyl)-3,5,5,6-tetramethyl-5,6-dihydro-3H-pyrimidin-4-one (intermediate K) and 2,3-dihydro-benzofuran-7-ylamine according to procedure B followed by deprotection yielded the title compound as an off-white solid. MS (ESI): m/z=397.2 [M+H]+. The product is NC1=NC(=C2N=CN(C2=N1)OCC(CO)O)Cl (2-Amino-6-chloro-9-(2,3-dihydroxyprop-1-oxy) purine). The yield is 76.0%. As a reaction SMILES: C([O:4][N:5]1[CH:13]=[N:12][C:11]2[C:6]1=[N:7][C:8]([NH2:15])=[N:9][C:10]=2[Cl:14])C=C.C[N+]1([O-])CC[O:20]CC1.[CH3:24][C:25]([CH3:27])=[O:26]>O.[Os](=O)(=O)(=O)=O>[NH2:15][C:8]1[N:7]=[C:6]2[C:11]([N:12]=[CH:13][N:5]2[O:4][CH2:24][CH:25]([OH:26])[CH2:27][OH:20])=[C:10]([Cl:14])[N:9]=1. Procedure details: A solution of 9-allyloxy-2-amino-6-chloropurine (374 mg, 1.66 mmol) and osmium tetroxide (catalytic) in acetone (10 ml) and water (10 ml) was treated with 4-methylmorpholine N-oxide (290 mg, 2.49 mmol) and stirred under nitrogen at 25° C. for 16 hours. The reaction was evaporated to dryness under reduced pressure and the residue chromatographed on silica gel (eluted with acetone) affording the title compound (325 mg, 76%), m.p. 173°-5° C. UV: λmax (MeOH) 224 (ε 26,400), 310 (ε 7,600) nm. IR: υma... Run at temperature 25 celsius, time 16 hour. Reagents/catalysts: [Os](=O)(=O)(=O)=O (osmium tetroxide). Reactants: C(C=C)ON1C2=NC(=NC(=C2N=C1)Cl)N (9-allyloxy-2-amino-6-chloropurine), C[N+]1(CCOCC1)[O-] (4-methylmorpholine N-oxide), CC(=O)C (acetone). Run in O (water). The reactants are C1CCOC1, COC(=O)c1ccc(-c2cc(Cl)c(CC3CCN(N4CCC(O[Si](C(C)C)(C(C)C)C(C)C)CC4)C3=O)c(Cl)c2)cc1, CO, [Li+], [OH-]. Yields the product CC(C)[Si](OC1CCN(N2CCC(Cc3c(Cl)cc(-c4ccc(C(=O)O)cc4)cc3Cl)C2=O)CC1)(C(C)C)C(C)C. As a reaction SMILES: [CH2:45]1[O:46][CH2:47][CH2:48][CH2:49]1.[CH3:1][O:2][C:3](=[O:4])[c:5]1[cH:6][cH:7][c:8](-[c:11]2[cH:12][c:13]([Cl:42])[c:14]([CH2:18][CH:19]3[C:20](=[O:41])[N:21]([N:24]4[CH2:25][CH2:26][CH:27]([O:30][Si:31]([CH:32]([CH3:33])[CH3:34])([CH:35]([CH3:36])[CH3:37])[CH:38]([CH3:39])[CH3:40])[CH2:28][CH2:29]4)[CH2:22][CH2:23]3)[c:15]([Cl:17])[cH:16]2)[cH:9][cH:10]1.[CH3:50][OH:51].[Li+:44].[OH-:43]>>[O:2]=[C:3]([OH:4])[c:5]1[cH:6][cH:7][c:8](-[c:11]2[cH:12][c:13]([Cl:42])[c:14]([CH2:18][CH:19]3[C:20](=[O:41])[N:21]([N:24]4[CH2:25][CH2:26][CH:27]([O:30][Si:31]([CH:32]([CH3:33])[CH3:34])([CH:35]([CH3:36])[CH3:37])[CH:38]([CH3:39])[CH3:40])[CH2:28][CH2:29]4)[CH2:22][CH2:23]3)[c:15]([Cl:17])[cH:16]2)[cH:9][cH:10]1.